This data is from the Open Reaction Database (ORD), a public repository of structured organic reaction records. The task is: describe an organic reaction: reactants, conditions, products, and yield Reactants: CC1=NN2C(S1)=NC(=C2C=O)C2=CC=CC=C2 (2-methyl-6-phenyl-imidazo[2,1-b]-1,3,4-thiadiazole-5-carbaldehyde), C(CC(=O)O)(=O)O (malonic acid), N1CCCCC1 (piperidine). The solvent is N1=CC=CC=C1 (pyridine). Conditions: temperature 5 celsius, time 2 hour. The product is CC1=NN2C(S1)=NC(=C2C=CC(=O)O)C2=CC=CC=C2 (β-(2-methyl-6-phenyl-imidazo[2,1-b]-1,3,4-thiadiazol-5-yl)-propenoic acid). The yield is 87.2%. RXN SMILES: [CH3:1][C:2]1[S:6][C:5]2=[N:7][C:8]([C:12]3[CH:17]=[CH:16][CH:15]=[CH:14][CH:13]=3)=[C:9]([CH:10]=O)[N:4]2[N:3]=1.C(O)(=O)[CH2:19][C:20]([OH:22])=[O:21].N1CCCCC1>N1C=CC=CC=1>[CH3:1][C:2]1[S:6][C:5]2=[N:7][C:8]([C:12]3[CH:17]=[CH:16][CH:15]=[CH:14][CH:13]=3)=[C:9]([CH:10]=[CH:19][C:20]([OH:22])=[O:21])[N:4]2[N:3]=1. Procedure: 90 g of 2-methyl-6-phenyl-imidazo[2,1-b]-1,3,4-thiadiazole-5-carbaldehyde, 60 g of malonic acid and 3 ml of piperidine in 95 ml of pyridine were boiled under reflux for 10 hours. The mixture was cooled to 5° C., stirred at this temperature for 2 hours and filtered. The residue was washed with water and dried. 92 g (84% of theory) of β-(2-methyl-6-phenyl-imidazo[2,1-b]-1,3,4-thiadiazol-5-yl)-propenoic acid of melting point 278°-280° C. (decomposition) were obtained. Starting materials: BrC1=C(C=C(C=C1OC)C=1OC=CC1)OC (2-(4-bromo-3,5-dimethoxyphenyl)furan), C(C)OC(C(=O)N(C)OC)C1=CC=C(C=C1)N1CCOCC1 (2-ethoxy-N-methoxy-N-methyl-2-(4-morpholinophenyl)acetamide). Yields the product BrC1=C(C=C(C=C1OC)C1=CC=C(O1)C(C(C1=CC=C(C=C1)N1CCOCC1)OCC)=O)OC (1-(5-(4-Bromo-3,5-dimethoxyphenyl)furan-2-yl)-2-ethoxy-2-(4-morpholinophenyl)ethanone), product. Isolated yield 34.0%. Reaction SMILES: [Br:1][C:2]1[C:7]([O:8][CH3:9])=[CH:6][C:5]([C:10]2[O:11][CH:12]=[CH:13][CH:14]=2)=[CH:4][C:3]=1[O:15][CH3:16].[CH2:17]([O:19][CH:20]([C:27]1[CH:32]=[CH:31][C:30]([N:33]2[CH2:38][CH2:37][O:36][CH2:35][CH2:34]2)=[CH:29][CH:28]=1)[C:21](N(OC)C)=[O:22])[CH3:18]>>[Br:1][C:2]1[C:7]([O:8][CH3:9])=[CH:6][C:5]([C:10]2[O:11][C:12]([C:21](=[O:22])[CH:20]([O:19][CH2:17][CH3:18])[C:27]3[CH:28]=[CH:29][C:30]([N:33]4[CH2:34][CH2:35][O:36][CH2:37][CH2:38]4)=[CH:31][CH:32]=3)=[CH:13][CH:14]=2)=[CH:4][C:3]=1[O:15][CH3:16]. Reported procedure: 1-(5-(4-Bromo-3,5-dimethoxyphenyl)furan-2-yl)-2-ethoxy-2-(4-morpholinophenyl)ethanone was prepared from 2-(4-bromo-3,5-dimethoxyphenyl)furan and 2-ethoxy-N-methoxy-N-methyl-2-(4-morpholinophenyl)acetamide according to the procedure used in Example 30. Purification by chromatography (50% EtOAc/hexanes) gave the product as a yellow solid (0.129 g, 34% yield). MS: m/z 530.2 [M+H]+. Reactants: C1=CC(=CC=C1C=O)C=O (Terephthaldialdehyde), aldehyde, C(C)(O)O (ethanediol), C1(=CC=C(C=C1)S(=O)(=O)O)C (p-toluenesulphonic acid), O1C(OC=C1)C1=CC=C(C=O)C=C1 (4-(1,3-dioxol-2-yl)benzaldehyde), C(CCC)N1C(NCC1=O)=O (3-n-butylhydantoin). The solvent is O (water), C1=CC=CC=C1 (benzene). Product: C(CCC)N1C(NC(C1=O)=CC1=CC=C(C=C1)C1OC=CO1)=O (3-n-Butyl-5-[4-(1,3-dioxol-2-yl)benzylidene] hydantoin). As a reaction SMILES: C1C(C=O)=CC=C(C=O)C=1.C(O)(O)C.C1(C)C=CC(S(O)(=O)=O)=CC=1.[O:26]1[CH:30]=[CH:29][O:28][CH:27]1[C:31]1[CH:38]=[CH:37][C:34]([CH:35]=O)=[CH:33][CH:32]=1.[CH2:39]([N:43]1[C:47](=[O:48])[CH2:46][NH:45][C:44]1=[O:49])[CH2:40][CH2:41][CH3:42]>C1C=CC=CC=1.O>[CH2:39]([N:43]1[C:47](=[O:48])[C:46](=[CH:35][C:34]2[CH:37]=[CH:38][C:31]([CH:27]3[O:28][CH:29]=[CH:30][O:26]3)=[CH:32][CH:33]=2)[NH:45][C:44]1=[O:49])[CH2:40][CH2:41][CH3:42]. Procedure details: Terephthaldialdehyde (67 g; 0.5 mole), ethanediol (31 g, 0.5 mole) and p-toluenesulphonic acid (0.5 g) in benzene (400 ml.) were boiled under reflux for 2 hours, with the removal of the water formed via a Dean and Stark separator. After cooling, the mixture was washed with dilute sodium bicarbonate solution (100 ml, 2% W/V), then saturated sodium chloride solution (2×100 ml.) and dried over magnesium sulphate. After filtration, the benzene solution was evaporated in vacuo to give a straw-coloure... Starting materials: C1(=CC=CC=C1)C1=CC(NC(=C1)C1=CC=CC=C1)=O (4,6-diphenyl-2-pyridinone), BrCCCCC(C(=O)OCC)(C)CC (ethyl 6-bromo-2-ethyl-2-methylhexanoate). Reagents/catalysts: C([O-])([O-])=O.[Ag+2] (silver carbonate). Run in CN(C=O)C (dimethylformamide). Reaction conditions: temperature 100 celsius. Product: C(C)C(C(=O)OCC)(CCCCOC1=NC(=CC(=C1)C1=CC=CC=C1)C1=CC=CC=C1)C (ethyl 2-ethyl-2-methyl-6-[(4,6-diphenyl-2-pyridyl)oxy]hexanoate). As a reaction SMILES: [C:1]1([C:7]2[CH:12]=[C:11]([C:13]3[CH:18]=[CH:17][CH:16]=[CH:15][CH:14]=3)[NH:10][C:9](=[O:19])[CH:8]=2)[CH:6]=[CH:5][CH:4]=[CH:3][CH:2]=1.Br[CH2:21][CH2:22][CH2:23][CH2:24][C:25]([CH2:32][CH3:33])([CH3:31])[C:26]([O:28][CH2:29][CH3:30])=[O:27]>C(=O)([O-])[O-].[Ag+2].CN(C)C=O>[CH2:32]([C:25]([CH3:31])([CH2:24][CH2:23][CH2:22][CH2:21][O:19][C:9]1[CH:8]=[C:7]([C:1]2[CH:2]=[CH:3][CH:4]=[CH:5][CH:6]=2)[CH:12]=[C:11]([C:13]2[CH:14]=[CH:15][CH:16]=[CH:17][CH:18]=2)[N:10]=1)[C:26]([O:28][CH2:29][CH3:30])=[O:27])[CH3:33] |f:2.3|. Procedure details: The procedure in Example 5 is followed but using 4,6-diphenyl-2-pyridinone (3 g), ethyl 6-bromo-2-ethyl-2-methylhexanoate (6.44 g) [prepared according to the method of K. E. MOELLER, Brenstoff-Chem., 47, 10 (1966)], silver carbonate (1.68 g) and dimethylformamide (110 cc). The reaction mixture is heated at 100° C. for 121 hours. The product is purified by chromatography under pressure on silica gel (30-60 mm; eluent: n-hexane-ethyl acetate 9-1).(yellow oil) The reactants are [BH4-], C1CCOC1, Cn1cc(-c2cccc(N3CCc4cc(C5(C(F)F)CC5)ccc4C3=O)c2C=O)cc(Nc2ccc(C(=O)N3CCOCC3)cn2)c1=O, [Na+]. The product is Cn1cc(-c2cccc(N3CCc4cc(C5(C(F)F)CC5)ccc4C3=O)c2CO)cc(Nc2ccc(C(=O)N3CCOCC3)cn2)c1=O. RXN SMILES: [BH4-:49].[CH2:51]1[O:52][CH2:53][CH2:54][CH2:55]1.[F:1][CH:2]([C:3]1([c:6]2[cH:7][c:8]3[c:13]([cH:14][cH:15]2)[C:12](=[O:16])[N:11]([c:17]2[c:18]([CH:19]=[O:20])[c:21](-[c:25]4[cH:26][n:27]([CH3:47])[c:28](=[O:46])[c:29]([NH:31][c:32]5[n:33][cH:34][c:35]([C:38](=[O:39])[N:40]6[CH2:41][CH2:42][O:43][CH2:44][CH2:45]6)[cH:36][cH:37]5)[cH:30]4)[cH:22][cH:23][cH:24]2)[CH2:10][CH2:9]3)[CH2:4][CH2:5]1)[F:48].[Na+:50]>>[F:1][CH:2]([C:3]1([c:6]2[cH:7][c:8]3[c:13]([cH:14][cH:15]2)[C:12](=[O:16])[N:11]([c:17]2[c:18]([CH2:19][OH:20])[c:21](-[c:25]4[cH:26][n:27]([CH3:47])[c:28](=[O:46])[c:29]([NH:31][c:32]5[n:33][cH:34][c:35]([C:38](=[O:39])[N:40]6[CH2:41][CH2:42][O:43][CH2:44][CH2:45]6)[cH:36][cH:37]5)[cH:30]4)[cH:22][cH:23][cH:24]2)[CH2:10][CH2:9]3)[CH2:4][CH2:5]1)[F:48].